The task is: describe an organic reaction: reactants, conditions, products, and yield. This data is from the Open Reaction Database (ORD), a public repository of structured organic reaction records. Starting materials: C(#N)C1=C(C=C(CN2C=NC=C2C=O)C=C1)F (1-(4-cyano-3-fluorobenzyl)-5-imidazolecarboxaldehyde), C(CCC)N (n-butylamine), CCOC(=O)C (EtOAc), [BH4-].[Na+] (sodium borohydride). Run in CO (methanol). Run at time 18 hour. The product is C(#N)C1=C(C=C(CN2C=NC=C2CNCCCC)C=C1)F (1-(4-cyano-3-fluorobenzyl)-5-[(N-(n-butyl)amino)methyl]imidazole). Reaction SMILES: [C:1]([C:3]1[CH:16]=[CH:15][C:6]([CH2:7][N:8]2[C:12]([CH:13]=O)=[CH:11][N:10]=[CH:9]2)=[CH:5][C:4]=1[F:17])#[N:2].[CH2:18]([NH2:22])[CH2:19][CH2:20][CH3:21].[BH4-].[Na+].CCOC(C)=O>CO>[C:1]([C:3]1[CH:16]=[CH:15][C:6]([CH2:7][N:8]2[C:12]([CH2:13][NH:22][CH2:18][CH2:19][CH2:20][CH3:21])=[CH:11][N:10]=[CH:9]2)=[CH:5][C:4]=1[F:17])#[N:2] |f:2.3|. Procedure: To a solution of the product from Step G (114 mg, 0.498 mmol) in 1 mL of methanol was added n-butylamine (0.059 mL, 0.60 mmol). After 18 hours, sodium borohydride was added (25 mg, 0.66 mmol) and the reaction was stirred for one hour. The solution was poured into EtOAc, washed with water and brine, dried (Na2SO4), filtered, and concentrated in vacuo to provide the titled product as a yellow oil. Reactants: CC(C#C)(CC)O (3-methyl-1-pentyn-3-ol), BrC1=C2/C(/C(NC2=CC=C1)=O)=C/C=1NC=CC1OC ((Z)-4-bromo-1,3-dihydro-3-[(3-methoxy-1H-pyrrol-2-yl)methylene]-2H-indol-2-one), BrC1=C2/C(/C(NC2=CC=C1)=O)=C/C=1NC=CC1OC ((Z)-4-bromo-1,3-dihydro-3-[(3-methoxy-1H-pyrrol-2-yl)methylene]-2H-indol-2-one). The reagents and catalysts are Cl[Pd]([P](C1=CC=CC=C1)(C2=CC=CC=C2)C3=CC=CC=C3)([P](C4=CC=CC=C4)(C5=CC=CC=C5)C6=CC=CC=C6)Cl ((Ph3P)2PdCl2). Solvent: CCN(CC)CC (Et3N), CN(C)C=O (DMF). The product is OC(C#CC1=C2/C(/C(NC2=CC=C1)=O)=C/C=1NC=CC1OC)(CC)C (rac-(Z)-1,3-dihydro-4-(3-hydroxy-3-methyl-1-pentynyl)-3-[(3-methoxy-1H-pyrrol-2-yl)methylene]-2H-indol-2-one). RXN SMILES: [CH3:1][C:2]([OH:7])([CH2:5][CH3:6])[C:3]#[CH:4].Br[C:9]1[CH:17]=[CH:16][CH:15]=[C:14]2[C:10]=1/[C:11](=[CH:19]/[C:20]1[NH:21][CH:22]=[CH:23][C:24]=1[O:25][CH3:26])/[C:12](=[O:18])[NH:13]2>Cl[Pd](Cl)([P](C1C=CC=CC=1)(C1C=CC=CC=1)C1C=CC=CC=1)[P](C1C=CC=CC=1)(C1C=CC=CC=1)C1C=CC=CC=1.CN(C=O)C.CCN(CC)CC>[OH:7][C:2]([CH3:1])([CH2:5][CH3:6])[C:3]#[C:4][C:9]1[CH:17]=[CH:16][CH:15]=[C:14]2[C:10]=1/[C:11](=[CH:19]/[C:20]1[NH:21][CH:22]=[CH:23][C:24]=1[O:25][CH3:26])/[C:12](=[O:18])[NH:13]2 |^1:29,48|. Reported procedure: Using Method D above, 3-methyl-1-pentyn-3-ol (75 mg, 0.75 mmol) (Aldrich) was coupled with (Z)-4-bromo-1,3-dihydro-3-[(3-methoxy-1H-pyrrol-2-yl)methylene]-2H-indol-2-one (Starting Material 1 supra) (200 mg, 0.63 mmol) using (Ph3P)2PdCl2 (25 mg) and Cul (12 mg) as catalyst in DMF (3 mL) and Et3N (3 mL) as solvent at 70° C. for 17 h to yield rac-(Z)-1,3-dihydro-4-(3-hydroxy-3-methyl-1-pentynyl)-3-[(3-methoxy-1H-pyrrol-2-yl)methylene]-2H-indol-2-one. (Yield 66 mg, 31%). Starting materials: C1CCOC1, CN(c1nccc(-n2cnc3ccccc32)n1)C1CCCNC1, O=C=Nc1cccc2ccccc12. The product is CN(c1nccc(-n2cnc3ccccc32)n1)C1CCCN(C(=O)Nc2cccc3ccccc23)C1. As a reaction SMILES: [CH2:37]1[O:38][CH2:39][CH2:40][CH2:41]1.[NH:1]1[CH2:2][CH:3]([N:7]([c:8]2[n:9][cH:10][cH:11][c:12](-[n:14]3[cH:15][n:16][c:17]4[c:18]3[cH:19][cH:20][cH:21][cH:22]4)[n:13]2)[CH3:23])[CH2:4][CH2:5][CH2:6]1.[c:24]1([N:34]=[C:35]=[O:36])[cH:25][cH:26][cH:27][c:28]2[cH:29][cH:30][cH:31][cH:32][c:33]12>>[N:1]1([C:35]([NH:34][c:24]2[cH:25][cH:26][cH:27][c:28]3[cH:29][cH:30][cH:31][cH:32][c:33]23)=[O:36])[CH2:2][CH:3]([N:7]([c:8]2[n:9][cH:10][cH:11][c:12](-[n:14]3[cH:15][n:16][c:17]4[c:18]3[cH:19][cH:20][cH:21][cH:22]4)[n:13]2)[CH3:23])[CH2:4][CH2:5][CH2:6]1. Reactants: CC1C(NC(=O)OC(C)(C)C)CN(Cc2ccccc2)CC12CC2, CC(Cl)OC(=O)Cl, ClCCCl, [Na+], O=C([O-])O. The product is CC1C(NC(=O)OC(C)(C)C)CNCC12CC2. Reaction SMILES: [C:1]([CH3:2])([CH3:3])([CH3:4])[O:5][C:6]([NH:7][CH:8]1[CH2:9][N:10]([CH2:17][c:18]2[cH:19][cH:20][cH:21][cH:22][cH:23]2)[CH2:11][C:12]2([CH2:13][CH2:14]2)[CH:15]1[CH3:16])=[O:24].[Cl:25][C:26]([O:27][CH:28]([Cl:29])[CH3:30])=[O:31].[Cl:37][CH2:38][CH2:39][Cl:40].[Na+:36].[O-:32][C:33]([OH:34])=[O:35]>>[C:1]([CH3:2])([CH3:3])([CH3:4])[O:5][C:6]([NH:7][CH:8]1[CH2:9][NH:10][CH2:11][C:12]2([CH2:13][CH2:14]2)[CH:15]1[CH3:16])=[O:24]. Reactants: C1(CC=CC1)C(=O)O (3-Cyclopentenecarboxylic acid), C(C)(C)[N-]C(C)C.[Li+] (lithium diisopropylamide), Cl (hydrochloric acid), C(C)(C)NC(C)C (diisopropylamine), C(CCC)[Li] (n-butyl lithium), CCCCCC (hexane), ICCC (Iodopropane). Run in O1CCCC1 (tetrahydrofuran), O (water), O1CCCC1 (tetrahydrofuran). Yields the product C(CC)C1(CC=CC1)C(=O)O (1-propyl-3-cyclopentene-carboxylic acid). The yield is 77.0%. As a reaction SMILES: [CH:1]1([C:6]([OH:8])=[O:7])[CH2:5][CH:4]=[CH:3][CH2:2]1.[CH:9]([N-]C(C)C)([CH3:11])[CH3:10].[Li+].C(NC(C)C)(C)C.C([Li])CCC.CCCCCC.ICCC.Cl>O1CCCC1.O>[CH2:10]([C:1]1([C:6]([OH:8])=[O:7])[CH2:5][CH:4]=[CH:3][CH2:2]1)[CH2:9][CH3:11] |f:1.2|. Procedure: 3-Cyclopentenecarboxylic acid (7.5 g, 66.9 mmole) in dry tetrahydrofuran (15 ml) was added dropwise under nitrogen to a stirred solution of lithium diisopropylamide prepared from diisopropylamine (19.7 ml, 0.14 mole) and 2.5M n-butyl lithium in hexane (56.2 ml, 0.14 mole) in dry tetrahydrofuran (150 ml) at -60° C. The resulting suspension was allowed to warm to room temperature and then stirred for a further hour, by which time a clear solution was obtained. Iodopropane (7.18 ml, 73.6 mmole) was...